This data is from the Open Reaction Database (ORD), a public repository of structured organic reaction records. The task is: describe an organic reaction: reactants, conditions, products, and yield Starting materials: CC(C)(CN)O (1,1-dimethylethanolamine), CC(=O)CCCCCCCCC (methyl n-nonylketone), C1(=CC=CC=C1)C (toluene). Product: C(CCCCCCCC)C1(OCC(N1)(C)C)C (2-Nonyl-2,4,4-Trimethyl-Oxazolidine). Reaction SMILES: CC(O)(C[NH2:5])C.[CH3:7][C:8]([CH2:10][CH2:11][CH2:12][CH2:13][CH2:14][CH2:15][CH2:16][CH2:17][CH3:18])=[O:9].[C:19]1([CH3:25])[CH:24]=CC=C[CH:20]=1>>[CH2:10]([C:8]1([CH3:7])[NH:5][C:19]([CH3:25])([CH3:24])[CH2:20][O:9]1)[CH2:11][CH2:12][CH2:13][CH2:14][CH2:15][CH2:16][CH2:17][CH3:18]. Reported procedure: The procedure of Example 1 was followed utilizing 1,1-dimethylethanolamine (22.3 grams; 0.25 mole) and methyl n-nonylketone (42.6 grams; 0.25 mole) in 250 mls of toluene. After removing the toluene, the residue was distilled to obtain 26.7 grams (44% of theoretical; b.p. 92°-94° C. at 0.3 mm.) of the desired product. This product was prepared for comparison with the compounds of Examples 1-3. Starting materials: C(OC1=CC=CC=C1)(=O)Cl (phenyl chlorocarbonate), COC(CO)CO (2-methoxy-1,3-propanediol), Cl.O (hydrochloric acid water). The solvent is N1=CC=CC=C1 (pyridine). Reaction conditions: time 2 hour. The product is C1(=CC=CC=C1)OC(=O)OCC(OC)COC(=O)OC1=CC=CC=C1 (1,3-O-diphenyloxycarbonyl-2-O-methylglycerol). RXN SMILES: [CH3:1][O:2][CH:3]([CH2:6][OH:7])[CH2:4][OH:5].[C:8](Cl)(=[O:16])[O:9][C:10]1[CH:15]=[CH:14][CH:13]=[CH:12][CH:11]=1.Cl.[OH2:19]>N1C=CC=CC=1>[C:10]1([O:9][C:8]([O:5][CH2:4][CH:3]([CH2:6][O:7][C:8]([O:9][C:10]2[CH:15]=[CH:14][CH:13]=[CH:12][CH:11]=2)=[O:19])[O:2][CH3:1])=[O:16])[CH:15]=[CH:14][CH:13]=[CH:12][CH:11]=1 |f:2.3|. Procedure: 20 g of 2-methoxy-1,3-propanediol was dissolved in 200 ml of pyridine. 52.6 ml of phenyl chlorocarbonate was added dropwise to the solution under stirring and under cooling with ice. After two hours, the reaction solution was added to 1 l of 4 N hydrochloric acid/water. After extraction with ether, the organic layer was washed with a saturated aqueous solution of sodium hydrogencarbonate, concentrated and purified according to silica gel column chromatography (eluent: n-hexane/ethyl acetate=1/1)... The reactants are C[Si](C)(C)[N-][Si](C)(C)C.[Li+] (lithium bis(trimethylsilyl)amide), C(=O)(OC(C)(C)C)N[C@@H](CC1=CC=CC=C1)[C@@H]1CCC(O1)=O (5(S)-[1(S)-(Boc-amino)-2-phenylethyl]-dihydrofuran-2-(3H)-one), FC=1C=C(CBr)C=CC1 (3-fluorobenzyl bromide), CCCCCC.C(C)(=O)OCC (hexane ethyl acetate). Yields the product C(=O)(OC(C)(C)C)N[C@@H](CC1=CC=CC=C1)[C@@H]1C[C@H](C(O1)=O)CC1=CC(=CC=C1)F (5(S)-[1(S)-(Boc-amino)-2-phenylethyl]-3(R)-(m-fluorophenylmethyl)-dihydrofuran-2-(3H)-one). RXN SMILES: [C:1]([NH:8][C@H:9]([C@H:17]1[O:21][C:20](=[O:22])[CH2:19][CH2:18]1)[CH2:10][C:11]1[CH:16]=[CH:15][CH:14]=[CH:13][CH:12]=1)([O:3][C:4]([CH3:7])([CH3:6])[CH3:5])=[O:2].C[Si]([N-][Si](C)(C)C)(C)C.[Li+].[F:33][C:34]1[CH:35]=[C:36]([CH:39]=[CH:40][CH:41]=1)[CH2:37]Br.CCCCCC.C(OCC)(=O)C>C1COCC1>[C:1]([NH:8][C@H:9]([C@H:17]1[O:21][C:20](=[O:22])[C@H:19]([CH2:37][C:36]2[CH:39]=[CH:40][CH:41]=[C:34]([F:33])[CH:35]=2)[CH2:18]1)[CH2:10][C:11]1[CH:16]=[CH:15][CH:14]=[CH:13][CH:12]=1)([O:3][C:4]([CH3:6])([CH3:7])[CH3:5])=[O:2] |f:1.2,4.5|. Reported procedure: Analogously to Example 21 D) 1)c), 5.0 g (16.37 mmol) of 5(S)-[1(S)-(Boc-amino)-2-phenylethyl]-dihydrofuran-2-(3H)-one [Example 21 D) 1)b)] dissolved in 75 ml of THF are deprotonated at -75° C. with 32.7 ml of lithium bis(trimethylsilyl)amide 1M in THF and alkylated starting at -75° C. with 3.4 g (18.0 mmol) of 3-fluorobenzyl bromide (Fluka; Buchs/Switzerland) (warming up during 60 min up to max. -50° C.). Column chromatography (SiO2, hexane/ethyl acetate 3:1) yields the title compound: TLC Rf (... Solvent: C1CCOC1 (THF), C1CCOC1 (THF). Reactants: N(C(C)C)C(C)C (iPr2NH), C(CCC)[Li] (n-butyllithium), N1(CCC(CC1)C(=O)OCC)C(=O)OC(C)(C)C (1-tert-butyl 4-ethyl piperidine-1,4-dicarboxylate), ClC(=O)OCC (ethyl chloroformate). The solvent is C1CCOC1 (THF), Cl (HCl). Conditions: temperature -78 celsius, time 15 minute. Yields the product EtOAc hexanes, N1(CCC(CC1)(C(=O)OCC)C(=O)OCC)C(=O)OC(C)(C)C (1-tert-Butyl 4,4-diethyl piperidine-1,4,4-tricarboxylate). Yield: 0.0%. As a reaction SMILES: N(C(C)C)C(C)C.C([Li])CCC.[N:13]1([C:24]([O:26][C:27]([CH3:30])([CH3:29])[CH3:28])=[O:25])[CH2:18][CH2:17][CH:16]([C:19]([O:21][CH2:22][CH3:23])=[O:20])[CH2:15][CH2:14]1.Cl[C:32]([O:34][CH2:35][CH3:36])=[O:33]>C1COCC1.Cl>[N:13]1([C:24]([O:26][C:27]([CH3:29])([CH3:28])[CH3:30])=[O:25])[CH2:14][CH2:15][C:16]([C:32]([O:34][CH2:35][CH3:36])=[O:33])([C:19]([O:21][CH2:22][CH3:23])=[O:20])[CH2:17][CH2:18]1. Procedure details: To a solution of iPr2NH (4.72 g, 46.6 mmol) at −20° C. in THF (70 mL) was added n-butyllithium (13.99 mL, 35.0 mml, 2.5 M in hexanes). After 15 minutes at −20° C., the solution was cooled to −78° C., and 1-tert-butyl 4-ethyl piperidine-1,4-dicarboxylate (6.00 g, 23.3 mmol) was added. After stirring at −78° C. for 1 h, ethyl chloroformate (7.59 g, 70.0 mmol) was added dropwise. The reaction was then allowed to warm to room temperature over 4 h. The solution was diluted with 1 N HCl and extracted ... The reactants are COCC1(OC2=CC=C(C=C2C(C1)N1C(C=CC=C1)=O)C(N)=O)C (2-methoxymethyl-2-methyl-4-(1,2-dihydro-2-oxo-1-pyridyl)-6-carbamoylchroman), O=P(Cl)(Cl)Cl (POCl3). The solvent is ClCCCl (1,2-dichloroethane). Reaction conditions: time 45 minute. The product is COCC1(OC2=CC=C(C=C2C(C1)N1C(C=CC=C1)=O)C#N)C (2-methoxymethyl-2-methyl-4-(1,2-dihydro-2-oxo-1-pyridyl)-6-cyanochroman). As a reaction SMILES: [CH3:1][O:2][CH2:3][C:4]1([CH3:24])[CH2:13][CH:12]([N:14]2[CH:19]=[CH:18][CH:17]=[CH:16][C:15]2=[O:20])[C:11]2[C:6](=[CH:7][CH:8]=[C:9]([C:21](=O)[NH2:22])[CH:10]=2)[O:5]1.O=P(Cl)(Cl)Cl>ClCCCl>[CH3:1][O:2][CH2:3][C:4]1([CH3:24])[CH2:13][CH:12]([N:14]2[CH:19]=[CH:18][CH:17]=[CH:16][C:15]2=[O:20])[C:11]2[C:6](=[CH:7][CH:8]=[C:9]([C:21]#[N:22])[CH:10]=2)[O:5]1. Reported procedure: A mixture of 2.98 g of 2-methoxymethyl-2-methyl-4-(1,2-dihydro-2-oxo-1-pyridyl)-6-carbamoylchroman, 2 ml of POCl3 and 200 ml of 1,2-dichloroethane is boiled for 45 min. Cooling and customary working up gives 2-methoxymethyl-2-methyl-4-(1,2-dihydro-2-oxo-1-pyridyl)-6-cyanochroman. Solvent: CN1C(CCC1)=O (1-methyl-2-pyrrolidinone). Yields the product ClC1=C(NC(=C1Cl)C)C(=O)NC1CCN(CC1)C=1N(C(=CN1)[N+](=O)[O-])C (3,4-Dichloro-5-methyl-N-[1-(1-methyl-5-nitro-1H-imidazol-2-yl)piperidin-4-yl]-1H-pyrrole-2-carboxamide). Reported procedure: TEA (0.26 ml, 1.86 mmol) was added to a mixture of 2-bromo-1-methyl-5-nitro-1H-imidazole (G. B. Barlin, J. Chem. Soc. B, 1967, 641; 126 mg, 0.61 mmol,) and 3,4-dichloro-5-methyl-N-piperidin-4-yl-1H-pyrrole-2-carboxamide hydrochloride (Intermediate 1), 191 mg, 0.61 mmol) in 1-methyl-2-pyrrolidinone (1.5 ml). Using a Smith Microwave Synthesizer, the mixture was subjected to single-mode microwave at 150° C. for 30 min. EtOAc was added and the solution was washed with water (2×). The organic phase w... The reactants are TEA, BrC=1N(C(=CN1)[N+](=O)[O-])C (2-bromo-1-methyl-5-nitro-1H-imidazole), Cl.ClC1=C(NC(=C1Cl)C)C(=O)NC1CCNCC1 (3,4-dichloro-5-methyl-N-piperidin-4-yl-1H-pyrrole-2-carboxamide hydrochloride), Cl.ClC1=C(NC(=C1Cl)C)C(=O)NC1CCNCC1 (3,4-dichloro-5-methyl-N-piperidin-4-yl-1H-pyrrole-2-carboxamide hydrochloride), CCOC(=O)C (EtOAc). RXN SMILES: Br[C:2]1[N:3]([CH3:10])[C:4]([N+:7]([O-:9])=[O:8])=[CH:5][N:6]=1.Cl.[Cl:12][C:13]1[C:17]([Cl:18])=[C:16]([CH3:19])[NH:15][C:14]=1[C:20]([NH:22][CH:23]1[CH2:28][CH2:27][NH:26][CH2:25][CH2:24]1)=[O:21].CCOC(C)=O>CN1CCCC1=O>[Cl:12][C:13]1[C:17]([Cl:18])=[C:16]([CH3:19])[NH:15][C:14]=1[C:20]([NH:22][CH:23]1[CH2:28][CH2:27][N:26]([C:2]2[N:3]([CH3:10])[C:4]([N+:7]([O-:9])=[O:8])=[CH:5][N:6]=2)[CH2:25][CH2:24]1)=[O:21] |f:1.2|. Reactants: C1(=CC=CC=C1)P(C1=CC=CC=C1)C1=CC=CC=C1 (triphenylphosphine), [NH4+].[Cl-] (NH4Cl), ClC1=NN=C(C2=CC(=C(C=C12)OC)OC)CC1=CC=NC=C1 (1-chloro-6,7-dimethoxy-4-pyridin-4-ylmethyl-phthalazine), solution, C(C1=CC=CC=C1)[Mg]Cl (benzyl magnesium chloride). Reagents/catalysts: [Cl-].[Cl-].[Zn+2] (ZnCl2), C(C)(=O)[O-].[Pd+2].C(C)(=O)[O-] (palladium acetate). The solvent is O1CCCC1 (tetrahydrofuran), C(C)(=O)OCC (ethyl acetate), C(C)(=O)OCC (ethyl acetate), O1CCCC1 (tetrahydrofuran). The product is C(C1=CC=CC=C1)C1=NN=C(C2=CC(=C(C=C12)OC)OC)CC1=CC=NC=C1 (1-Benzyl-6,7-dimethoxy-4-pyridin-4-ylmethyl-phthalazine). Isolated yield 64.8%. RXN SMILES: [CH2:1]([Mg]Cl)[C:2]1[CH:7]=[CH:6][CH:5]=[CH:4][CH:3]=1.Cl[C:11]1[C:20]2[C:15](=[CH:16][C:17]([O:23][CH3:24])=[C:18]([O:21][CH3:22])[CH:19]=2)[C:14]([CH2:25][C:26]2[CH:31]=[CH:30][N:29]=[CH:28][CH:27]=2)=[N:13][N:12]=1.C1(P(C2C=CC=CC=2)C2C=CC=CC=2)C=CC=CC=1.[NH4+].[Cl-]>O1CCCC1.C(OCC)(=O)C.[Cl-].[Cl-].[Zn+2].C([O-])(=O)C.[Pd+2].C([O-])(=O)C>[CH2:1]([C:11]1[C:20]2[C:15](=[CH:16][C:17]([O:23][CH3:24])=[C:18]([O:21][CH3:22])[CH:19]=2)[C:14]([CH2:25][C:26]2[CH:31]=[CH:30][N:29]=[CH:28][CH:27]=2)=[N:13][N:12]=1)[C:2]1[CH:7]=[CH:6][CH:5]=[CH:4][CH:3]=1 |f:3.4,7.8.9,10.11.12|. Procedure: In anhydrous environment, ZnCl2 (863 mg, 6.33 mmoles) was dissolved in tetrahydrofuran (20 ml), and a 2M solution of benzyl magnesium chloride in tetrahydrofuran (3.2 ml, 2.5 equivalents) was dropped therein. After 30 minutes 1-chloro-6,7-dimethoxy-4-pyridin-4-ylmethyl-phthalazine (800 mg, 2.53 mmoles), obtained as described in example 63, palladium acetate (71 mg, 0.316 mmole) and triphenylphosphine (166 mg, 0.633 mmole) were added and the whole was refluxed. After 1 hour the mixture was poured...